This data is from the Open Reaction Database (ORD), a public repository of structured organic reaction records. The task is: describe an organic reaction: reactants, conditions, products, and yield The reactants are O (Water), CN1CCOCC1 (N-methyhnorpholine), ClC(=O)OC(C)C (isopropyl chloroformate), NC1C(CCC1)CC(=O)NC(COC1=CC=C(C=C1)C#N)C (2-amino-N-[2-(4-cyanophenoxy)-1-methylethyl]cyclopentylacetic acid amide). Run in C(Cl)Cl (methylene chloride). Reaction conditions: time 15 hour. Yields the product C(#N)C1=CC=C(OCC(C)NC(CC2C(CCC2)NC(=O)OC(C)C)=O)C=C1 (N-[2-(4-cyanophenoxy)-1-methylethyl]-2-isopropoxycarbonylaminocyclopentylacetic acid amide). The yield is 90.7%. RXN SMILES: CN1CCOCC1.Cl[C:9]([O:11][CH:12]([CH3:14])[CH3:13])=[O:10].[NH2:15][CH:16]1[CH2:20][CH2:19][CH2:18][CH:17]1[CH2:21][C:22]([NH:24][CH:25]([CH3:36])[CH2:26][O:27][C:28]1[CH:33]=[CH:32][C:31]([C:34]#[N:35])=[CH:30][CH:29]=1)=[O:23].O>C(Cl)Cl>[C:34]([C:31]1[CH:30]=[CH:29][C:28]([O:27][CH2:26][CH:25]([NH:24][C:22](=[O:23])[CH2:21][CH:17]2[CH2:18][CH2:19][CH2:20][CH:16]2[NH:15][C:9]([O:11][CH:12]([CH3:14])[CH3:13])=[O:10])[CH3:36])=[CH:33][CH:32]=1)#[N:35]. Procedure: 0.4 g of N-methyhnorpholine, and subsequently 0.5 g of isopropyl chloroformate were added to a suspension containing 1.2 g of 2-amino-N-[2-(4-cyanophenoxy)-1-methylethyl]cyclopentylacetic acid amide suspended in 40 ml of methylene chloride at -15° C. The mixture was allowed to sit and warm naturally to room temperature and stirred for 15 hours at room temperature. Water was subsequently added to the reaction mixture. After the methylene chloride layer was washed with water, the organic layer was... Product: O=C(Nc1ccc(F)cc1F)Oc1ccccc1. Reactants: CCCCCC, Cc1ccccc1, O=C(Cl)Oc1ccccc1, Nc1ccc(F)cc1F. As a reaction SMILES: [CH3:20][CH2:21][CH2:22][CH2:23][CH2:24][CH3:25].[CH3:26][c:27]1[cH:28][cH:29][cH:30][cH:31][cH:32]1.[Cl:10][C:11](=[O:12])[O:13][c:14]1[cH:15][cH:16][cH:17][cH:18][cH:19]1.[F:1][c:2]1[c:3]([NH2:4])[cH:5][cH:6][c:7]([F:9])[cH:8]1>>[F:1][c:2]1[c:3]([NH:4][C:11](=[O:12])[O:13][c:14]2[cH:15][cH:16][cH:17][cH:18][cH:19]2)[cH:5][cH:6][c:7]([F:9])[cH:8]1. Reactants: ClC1=NC(=NC(=N1)NC(C)C1=CC2=CC=CC=C2C=C1)N (6-chloro-N-[1-naphthalen-2yl-ethyl]-[1,3,5]triazine-2,4-diamine), NC(C(=O)O)CC1=NC=C(C=C1)C1=NC(=NC(=N1)N)NC(C)C1=CC2=CC=CC=C2C=C1 (2-amino-3-{5-[4-amino-6-(1-naphthalen-2-yl-ethylamino)-[1,3,5]triazin-2-yl]-pyridin-2-yl}proionic acid), NC(C(=O)O)CC1=NC=C(C=C1)B1OC(C(O1)(C)C)(C)C (amino-3-{5-[4,4,5,5,-tetramethyl-[1,3,2]dioxaborolan-2-yl)-pyridin2-yl-]-propionic acid), C([O-])([O-])=O.[Na+].[Na+] (sodium carbonate). Reagents/catalysts: Cl[Pd]([P](C1=CC=CC=C1)(C2=CC=CC=C2)C3=CC=CC=C3)([P](C4=CC=CC=C4)(C5=CC=CC=C5)C6=CC=CC=C6)Cl (dichlorobis(triphenylphosphine)-palladium(II)). Run in C(C)#N (acetonitrile), O (water). Run at temperature 150 celsius. The product is N[C@H](C(=O)O)CC1=NC=C(C=C1)C1=NC(=NC(=N1)N)N[C@H](C)C1=CC2=CC=CC=C2C=C1 ((S)-2-Amino-3-(5-(4-amino-6-((R)-1-(naphthalen-2-yl)ethylamino)-1,3,5-triazin-2-yl)pyridin-2-yl)propanoic acid). Reaction SMILES: ClC1N=C(NC(C2C=CC3C(=CC=CC=3)C=2)C)N=C(N)N=1.NC(CC1C=CC(B2OC(C)(C)C(C)(C)O2)=CN=1)C(O)=O.C(=O)([O-])[O-].[Na+].[Na+].[NH2:49][CH:50]([CH2:54][C:55]1[CH:60]=[CH:59][C:58]([C:61]2[N:66]=[C:65]([NH2:67])[N:64]=[C:63]([NH:68][CH:69]([C:71]3[CH:80]=[CH:79][C:78]4[C:73](=[CH:74][CH:75]=[CH:76][CH:77]=4)[CH:72]=3)[CH3:70])[N:62]=2)=[CH:57][N:56]=1)[C:51]([OH:53])=[O:52]>Cl[Pd](Cl)([P](C1C=CC=CC=1)(C1C=CC=CC=1)C1C=CC=CC=1)[P](C1C=CC=CC=1)(C1C=CC=CC=1)C1C=CC=CC=1.O.C(#N)C>[NH2:49][C@@H:50]([CH2:54][C:55]1[CH:60]=[CH:59][C:58]([C:61]2[N:66]=[C:65]([NH2:67])[N:64]=[C:63]([NH:68][C@@H:69]([C:71]3[CH:80]=[CH:79][C:78]4[C:73](=[CH:74][CH:75]=[CH:76][CH:77]=4)[CH:72]=3)[CH3:70])[N:62]=2)=[CH:57][N:56]=1)[C:51]([OH:53])=[O:52] |f:2.3.4,^1:83,102|. Procedure: A microwave vial was charged with 6-chloro-N-[1-naphthalen-2yl-ethyl]-[1,3,5]triazine-2,4-diamine (30 mg, 0.1 mmol), 2-boc protected-amino-3-{5-[4,4,5,5,-tetramethyl-[1,3,2]dioxaborolan-2-yl)-pyridin2-yl-]-propionic acid (50 mg, 0.15 mmol) 1 ml of acetonitrile, and 0.7 ml of water. Aqueous sodium carbonate (0.3 ml; 1N) was added to the solution, followed by 5 mol percent dichlorobis(triphenylphosphine)-palladium(II). The reaction vessel was sealed and heated to 150° C. for 5 minutes by microwave...